From a dataset of the Open Reaction Database (ORD), a public repository of structured organic reaction records. describe an organic reaction: reactants, conditions, products, and yield The reactants are C([C@@H](O)[C@@H](O)[C@H](O)[C@H](O)CO)O (mannitol), C([C@H]([C@H]([C@@H]([C@H](C=O)O)O)O)O)O.O (D5W), CC1=C2[C@H](C(=O)[C@@]3([C@H](C[C@@H]4[C@]([C@H]3[C@@H]([C@@](C2(C)C)(C[C@@H]1OC(=O)[C@@H]([C@H](C=5C=CC=CC5)NC(=O)OC(C)(C)C)O)O)OC(=O)C=6C=CC=CC6)(CO4)OC(=O)C)O)C)O (docetaxel), sucrose fatty acid ester. Run at time 24 hour. Product: CC1=C2[C@H](C(=O)[C@@]3([C@H](C[C@@H]4[C@]([C@H]3[C@@H]([C@@](C2(C)C)(C[C@@H]1OC(=O)[C@@H]([C@H](C=5C=CC=CC5)NC(=O)OC(C)(C)C)O)O)OC(=O)C=6C=CC=CC6)(CO4)OC(=O)C)O)C)O.C([C@@H](O)[C@@H](O)[C@H](O)[C@H](O)CO)O (Docetaxel Mannitol). RXN SMILES: [CH2:1]([OH:12])[C@H:2]([C@H:4]([C@@H:6]([C@@H:8]([CH2:10][OH:11])[OH:9])[OH:7])[OH:5])[OH:3].[CH3:13][C:14]1[C@@H:31]([O:32][C:33]([C@H:35]([OH:51])[C@@H:36]([NH:43][C:44]([O:46][C:47]([CH3:50])([CH3:49])[CH3:48])=[O:45])[C:37]2[CH:38]=[CH:39][CH:40]=[CH:41][CH:42]=2)=[O:34])[CH2:30][C@:26]2([OH:52])[C:27]([CH3:29])([CH3:28])[C:15]=1[C@@H:16]([OH:70])[C:17]([C@@:19]1([CH3:69])[C@H:24]([C@@H:25]2[O:53][C:54]([C:56]2[CH:57]=[CH:58][CH:59]=[CH:60][CH:61]=2)=[O:55])[C@:23]2([O:64][C:65]([CH3:67])=[O:66])[CH2:62][O:63][C@@H:22]2[CH2:21][C@@H:20]1[OH:68])=[O:18].C(O)[C@@H](O)[C@@H](O)[C@H](O)[C@@H](O)C=O.O>>[CH3:13][C:14]1[C@@H:31]([O:32][C:33]([C@H:35]([OH:51])[C@@H:36]([NH:43][C:44]([O:46][C:47]([CH3:48])([CH3:49])[CH3:50])=[O:45])[C:37]2[CH:38]=[CH:39][CH:40]=[CH:41][CH:42]=2)=[O:34])[CH2:30][C@:26]2([OH:52])[C:27]([CH3:28])([CH3:29])[C:15]=1[C@@H:16]([OH:70])[C:17]([C@@:19]1([CH3:69])[C@H:24]([C@@H:25]2[O:53][C:54]([C:56]2[CH:61]=[CH:60][CH:59]=[CH:58][CH:57]=2)=[O:55])[C@:23]2([O:64][C:65]([CH3:67])=[O:66])[CH2:62][O:63][C@@H:22]2[CH2:21][C@@H:20]1[OH:68])=[O:18].[CH2:10]([OH:11])[C@H:8]([C@H:6]([C@@H:4]([C@@H:2]([CH2:1][OH:12])[OH:3])[OH:5])[OH:7])[OH:9] |f:2.3,4.5|. Procedure details: An aliquot of the mannitol solution was added to the vessel containing the docetaxel solution, which was then re-sealed and mixed until homogeneous (about 15 minutes) at about 600-800 RPM. The mixed solution was then filtered, and a number of pre-sterilized lyophilization vials were aseptically filled with the filtered solution. The vials were immediately transferred to a freeze-dryer and lyophilized under vacuum using nitrogen. A lyophilizate was obtained, and used to reconstitute clear solutio... Reactants: C1[C@@H](CN[C@@H]1C(=O)O)O (L-cis-4-hydroxyproline), O (water). Yields the product O[C@@H](C[C@H](N)C(=O)O)CO ((2S,4S)-4,5-dihydroxynorvaline). As a reaction SMILES: [CH2:1]1[C@@H:5]([C:6]([OH:8])=[O:7])[NH:4][CH2:3][C@H:2]1[OH:9].[OH2:10]>>[OH:9][C@H:2]([CH2:3][OH:10])[CH2:1][C@@H:5]([C:6]([OH:8])=[O:7])[NH2:4]. Reported procedure: [α]D21 =-23.9 (c =1.0, water) Further reactions analogously to J. Am. Chem. Soc. 1986, 108, 6041 lead to L-cis-4-hydroxyproline The reactants are CCc1cc(-c2ccc(C=O)o2)c(C)nc1OC, CC#N, C[Si](C)(C)Cl, [I-], [K+]. Product: CCc1cc(-c2ccc(C=O)o2)c(C)[nH]c1=O. As a reaction SMILES: [CH2:1]([CH3:2])[c:3]1[cH:4][c:5](-[c:12]2[cH:13][cH:14][c:15]([CH:17]=[O:18])[o:16]2)[c:6]([CH3:11])[n:7][c:8]1[O:9][CH3:10].[CH3:26][C:27]#[N:28].[Cl:21][Si:22]([CH3:23])([CH3:24])[CH3:25].[I-:20].[K+:19]>>[CH2:1]([CH3:2])[c:3]1[cH:4][c:5](-[c:12]2[cH:13][cH:14][c:15]([CH:17]=[O:18])[o:16]2)[c:6]([CH3:11])[nH:7][c:8]1=[O:9]. RXN SMILES: [C:37](=[O:38])([O-:39])[O-:40].[CH2:1]([CH3:2])[O:3][C:4](=[O:5])[C:6]1([C:27](=[O:28])[O:29][CH2:30][CH3:31])[N:7]([c:12]2[cH:13][n:14][c:15]([O:18][c:19]3[cH:20][cH:21][c:22]([CH2:25][Br:26])[cH:23][cH:24]3)[cH:16][cH:17]2)[C:8](=[O:11])[CH2:9][CH2:10]1.[CH3:43][N:44]([CH3:45])[CH:46]=[O:47].[K+:41].[K+:42].[OH2:48].[nH:32]1[n:33][cH:34][cH:35][cH:36]1>>[CH2:1]([CH3:2])[O:3][C:4](=[O:5])[C:6]1([C:27](=[O:28])[O:29][CH2:30][CH3:31])[N:7]([c:12]2[cH:13][n:14][c:15]([O:18][c:19]3[cH:20][cH:21][c:22]([CH2:25][n:32]4[n:33][cH:34][cH:35][cH:36]4)[cH:23][cH:24]3)[cH:16][cH:17]2)[C:8](=[O:11])[CH2:9][CH2:10]1. The reactants are O=C([O-])[O-], CCOC(=O)C1(C(=O)OCC)CCC(=O)N1c1ccc(Oc2ccc(CBr)cc2)nc1, CN(C)C=O, [K+], [K+], O, c1cn[nH]c1. Yields the product CCOC(=O)C1(C(=O)OCC)CCC(=O)N1c1ccc(Oc2ccc(Cn3cccn3)cc2)nc1. The reactants are CC[O-].[Na+] (NaOEt), Na, C(C(C)C)Br (isobutyl bromide), C(CC(=O)OCC)(=O)OCC (diethyl malonate). The solvent is CCO (EtOH). Product: C(C(C)C)C(C(=O)OCC)C(=O)OCC (diethyl isobutylmalonate). The yield is 87.6%. RXN SMILES: CC[O-].[Na+].[C:5]([O:13][CH2:14][CH3:15])(=[O:12])[CH2:6][C:7]([O:9][CH2:10][CH3:11])=[O:8].[CH2:16](Br)[CH:17]([CH3:19])[CH3:18]>CCO>[CH2:16]([CH:6]([C:7]([O:9][CH2:10][CH3:11])=[O:8])[C:5]([O:13][CH2:14][CH3:15])=[O:12])[CH:17]([CH3:19])[CH3:18] |f:0.1|. Procedure: To a solution of NaOEt prepared by dissolving 5.75 g (0.25 mol) of Na in 150 mL of absolute EtOH was added 39 mL (0.250 mol) of diethyl malonate with cooling in a water bath under N2. To the resulting solution was added 24 mL (0.250 mol) of isobutyl bromide. The mixture was refluxed under N2 for 14 hours. The ethanol was evaporated under reduced pressure and the residue was partitioned between CHCl3 and water. The aqueous Na2SO4 and evaporated. The residue was distilled under reduced pressure to...